This data is from the Open Reaction Database (ORD), a public repository of structured organic reaction records. The task is: describe an organic reaction: reactants, conditions, products, and yield As a reaction SMILES: C([O:5][C:6]1[CH:11]=[CH:10][C:9]([C@H:12]([NH2:14])[CH3:13])=[CH:8][CH:7]=1)(C)(C)C.[OH-].[Na+]>Cl>[NH2:14][C@@H:12]([C:9]1[CH:10]=[CH:11][C:6]([OH:5])=[CH:7][CH:8]=1)[CH3:13] |f:1.2|. The reactants are C(C)(C)(C)OC1=CC=C(C=C1)[C@@H](C)N ((R)-1-(4-tert-Butoxyphenyl)ethylamine), [OH-].[Na+] (NaOH). Isolated yield 80.8%. Run in Cl (hydrochloric acid). Procedure details: (R)-1-(4-tert-Butoxyphenyl)ethylamine (89.4 g, 0.463 mol) was dissolved in 10% hydrochloric acid (200 ml) and heated to 85° C. At approx. 80° C., vigorous gas evolution set in. The mixture was stirred at 85° C. for another three hours, after which the gas evolution had stopped. The pale yellow mixture was allowed to cool to room temperature and then 20% NaOH was added dropwise up to a pH of 10.2. The deprotected phenol precipitated out overnight in the form of a pale yellow powder. It was filter... Conditions: temperature 85 celsius, time 3 hour. Yields the product N[C@H](C)C1=CC=C(C=C1)O ((R)-4-(1-aminoethyl)phenol). Reactants: BrC=1C=C(C=CC1F)CN(C(=O)C1(CC1)C(=O)N)CC=1C(=C2C(=NC1CC)N(N=C2)CC)NC2CCOCC2 (N1-[(3-bromo-4-fluorophenyl)methyl]-N1-{[1,6-diethyl-4-(tetrahydro-2H-pyran-4-ylamino)-1H-pyrazolo[3,4-b]pyridin-5-yl]methyl}-1,1-cyclopropanedicarboxamide), CN1CCC(CC1)CC1=CC(=CC=C1)B1OC(C(O1)(C)C)(C)C (1-methyl-4-{[3-(4,4,5,5-tetramethyl-1,3,2-dioxaborolan-2-yl)phenyl]methyl}piperidine), C(=O)([O-])[O-].[Na+].[Na+] (Na2CO3). Reagents/catalysts: C1=CC=C(C=C1)P([C-]2C=CC=C2)C3=CC=CC=C3.C1=CC=C(C=C1)P([C-]2C=CC=C2)C3=CC=CC=C3.Cl[Pd]Cl.[Fe+2] (PdCl2(dppf)). Run in O1CCOCC1 (1,4-dioxane), O (water). Run at temperature 100 celsius. The product is C(C)N1N=CC=2C1=NC(=C(C2NC2CCOCC2)CN(C(=O)C2(CC2)C(=O)N)CC=2C=C(C(=CC2)F)C2=CC(=CC=C2)CC2CCN(CC2)C)CC (N1-{[1,6-diethyl-4-(tetrahydro-2H-pyran-4-ylamino)-1H-pyrazolo[3,4-b]pyridin-5-yl]methyl}-N1-({6-fluoro-3′-[(1-methyl-4-piperidinyl)methyl]-3-biphenylyl}methyl)-1,1-cyclopropanedicarboxamide). Isolated yield 2.1%. As a reaction SMILES: Br[C:2]1[CH:3]=[C:4]([CH2:9][N:10]([CH2:19][C:20]2[C:21]([NH:33][CH:34]3[CH2:39][CH2:38][O:37][CH2:36][CH2:35]3)=[C:22]3[CH:30]=[N:29][N:28]([CH2:31][CH3:32])[C:23]3=[N:24][C:25]=2[CH2:26][CH3:27])[C:11]([C:13]2([C:16]([NH2:18])=[O:17])[CH2:15][CH2:14]2)=[O:12])[CH:5]=[CH:6][C:7]=1[F:8].[CH3:40][N:41]1[CH2:46][CH2:45][CH:44]([CH2:47][C:48]2[CH:53]=[CH:52][CH:51]=[C:50](B3OC(C)(C)C(C)(C)O3)[CH:49]=2)[CH2:43][CH2:42]1.C([O-])([O-])=O.[Na+].[Na+]>O1CCOCC1.O.C1C=CC(P(C2C=CC=CC=2)[C-]2C=CC=C2)=CC=1.C1C=CC(P(C2C=CC=CC=2)[C-]2C=CC=C2)=CC=1.Cl[Pd]Cl.[Fe+2]>[CH2:31]([N:28]1[C:23]2=[N:24][C:25]([CH2:26][CH3:27])=[C:20]([CH2:19][N:10]([CH2:9][C:4]3[CH:3]=[C:2]([C:52]4[CH:51]=[CH:50][CH:49]=[C:48]([CH2:47][CH:44]5[CH2:45][CH2:46][N:41]([CH3:40])[CH2:42][CH2:43]5)[CH:53]=4)[C:7]([F:8])=[CH:6][CH:5]=3)[C:11]([C:13]3([C:16]([NH2:18])=[O:17])[CH2:15][CH2:14]3)=[O:12])[C:21]([NH:33][CH:34]3[CH2:39][CH2:38][O:37][CH2:36][CH2:35]3)=[C:22]2[CH:30]=[N:29]1)[CH3:32] |f:2.3.4,7.8.9.10|. Procedure details: A mixture of N1-[(3-bromo-4-fluorophenyl)methyl]-N1-{[1,6-diethyl-4-(tetrahydro-2H-pyran-4-ylamino)-1H-pyrazolo[3,4-b]pyridin-5-yl]methyl}-1,1-cyclopropanedicarboxamide (80 mg, 0.133 mmol), 1-methyl-4-{[3-(4,4,5,5-tetramethyl-1,3,2-dioxaborolan-2-yl)phenyl]methyl}piperidine (53.4 mg, 0.133 mmol), Na2CO3 (42.3 mg, 0.399 mmol) and PdCl2(dppf) (9.73 mg, 13 μmol) was diluted in a mixture of 1,4-dioxane (3 mL) and water (1 mL) in a 2-5 mL Biotage microwave reaction tube. The mixture was degassed by b...